From a dataset of the Open Reaction Database (ORD), a public repository of structured organic reaction records. describe an organic reaction: reactants, conditions, products, and yield Reaction SMILES: [C:12]([CH3:13])([CH3:14])([CH3:15])[O:16][C:17](=[O:18])[N:19]1[CH2:20][CH2:21][CH:22]([n:25]2[n:26][cH:27][c:28]3[c:29]2[n:30][cH:31][n:32][c:33]3[Cl:34])[CH2:23][CH2:24]1.[C:35](=[O:36])([O-:37])[O-:38].[CH3:47][N:48]([CH3:49])[CH:50]=[O:51].[F:1][c:2]1[c:3]([OH:11])[cH:4][cH:5][c:6]([N+:8](=[O:9])[O-:10])[cH:7]1.[K+:39].[K+:40].[Na+:41].[Na+:42].[O-:43][C:44](=[O:45])[O-:46]>>[F:1][c:2]1[c:3]([O:11][c:33]2[c:28]3[cH:27][n:26][n:25]([CH:22]4[CH2:21][CH2:20][N:19]([C:17]([O:16][C:12]([CH3:13])([CH3:14])[CH3:15])=[O:18])[CH2:24][CH2:23]4)[c:29]3[n:30][cH:31][n:32]2)[cH:4][cH:5][c:6]([N+:8](=[O:9])[O-:10])[cH:7]1. Reactants: CC(C)(C)OC(=O)N1CCC(n2ncc3c(Cl)ncnc32)CC1, O=C([O-])[O-], CN(C)C=O, O=[N+]([O-])c1ccc(O)c(F)c1, [K+], [K+], [Na+], [Na+], O=C([O-])[O-]. Yields the product CC(C)(C)OC(=O)N1CCC(n2ncc3c(Oc4ccc([N+](=O)[O-])cc4F)ncnc32)CC1. Reactants: CCOC(=O)c1[nH]c(C(CC2CCCC2)c2ccc(S(C)(=O)=O)cc2)cc1C, Cl, [Li+], C1CCOC1, [OH-], O. Product: Cc1cc(C(CC2CCCC2)c2ccc(S(C)(=O)=O)cc2)[nH]c1C(=O)O. RXN SMILES: [CH:1]1([CH2:6][CH:7]([c:8]2[cH:9][cH:10][c:11]([S:14](=[O:15])(=[O:16])[CH3:17])[cH:12][cH:13]2)[c:18]2[cH:19][c:20]([CH3:28])[c:21]([C:23](=[O:24])[O:25][CH2:26][CH3:27])[nH:22]2)[CH2:2][CH2:3][CH2:4][CH2:5]1.[ClH:32].[Li+:31].[O:33]1[CH2:34][CH2:35][CH2:36][CH2:37]1.[OH-:30].[OH2:29]>>[CH:1]1([CH2:6][CH:7]([c:8]2[cH:9][cH:10][c:11]([S:14](=[O:15])(=[O:16])[CH3:17])[cH:12][cH:13]2)[c:18]2[cH:19][c:20]([CH3:28])[c:21]([C:23](=[O:24])[OH:25])[nH:22]2)[CH2:2][CH2:3][CH2:4][CH2:5]1. Starting materials: [Br-], [Mg+]C1CCCCC1, [Cl-], Cc1c(C=O)oc2cc(F)ccc12, [NH4+], C1CCOC1. Yields the product Cc1c(C(O)C2CCCCC2)oc2cc(F)ccc12. As a reaction SMILES: [Br-:14].[CH:15]1([Mg+:21])[CH2:16][CH2:17][CH2:18][CH2:19][CH2:20]1.[Cl-:22].[F:1][c:2]1[cH:3][c:4]2[c:5]([c:6]([CH3:11])[c:7]([CH:9]=[O:10])[o:8]2)[cH:12][cH:13]1.[NH4+:23].[O:24]1[CH2:25][CH2:26][CH2:27][CH2:28]1>>[F:1][c:2]1[cH:3][c:4]2[c:5]([c:6]([CH3:11])[c:7]([CH:9]([OH:10])[CH:15]3[CH2:16][CH2:17][CH2:18][CH2:19][CH2:20]3)[o:8]2)[cH:12][cH:13]1.